From a dataset of the Open Reaction Database (ORD), a public repository of structured organic reaction records. describe an organic reaction: reactants, conditions, products, and yield Reactants: CO, Cc1cc(C#N)cc(N(C)C)n1, Cl, NO. The product is Cc1cc(C(=N)NO)cc(N(C)C)n1. RXN SMILES: [CH3:16][OH:17].[CH3:4][N:5]([c:6]1[cH:7][c:8]([C:9]#[N:10])[cH:11][c:12]([CH3:14])[n:13]1)[CH3:15].[ClH:1].[NH2:2][OH:3]>>[NH:2]([OH:3])[C:9]([c:8]1[cH:7][c:6]([N:5]([CH3:4])[CH3:15])[n:13][c:12]([CH3:14])[cH:11]1)=[NH:10].